From a dataset of the Open Reaction Database (ORD), a public repository of structured organic reaction records. describe an organic reaction: reactants, conditions, products, and yield Reactants: CCNCC, CCCCCNC(=N)NC#N, CO, S. The product is CCCCCNC(=N)NC(N)=S. Reaction SMILES: [CH2:12]([NH:13][CH2:14][CH3:15])[CH3:16].[CH2:1]([CH2:2][CH2:3][CH2:4][CH3:5])[NH:6][C:7](=[NH:8])[NH:9][C:10]#[N:11].[CH3:18][OH:19].[SH2:17]>>[CH2:1]([CH2:2][CH2:3][CH2:4][CH3:5])[NH:6][C:7](=[NH:8])[NH:9][C:10]([NH2:11])=[S:17]. The reactants are COC=1C=C(CC2NCCC3=CC(=C(C=C23)OC)OC)C=CC1OC (1-(3,4-Dimethoxy-benzyl)-6,7-dimethoxy-1,2,3,4-tetrahydroisoquinoline), BrCC(=O)Br (2-bromoacetyl bromide), C1(=CC=CC=C1)C(C)N (1-phenylethylamine). Product: COC=1C=C(CC2N(CCC3=CC(=C(C=C23)OC)OC)CC(=O)NC(C)C2=CC=CC=C2)C=CC1OC (2-[1-(3,4-Dimethoxy-benzyl)-6,7-dimethoxy-3,4-dihydro-1H-isoquinolin-2-yl]-N-(1-phenyl-ethyl)-acetamide). RXN SMILES: [CH3:1][O:2][C:3]1[CH:4]=[C:5]([CH:21]=[CH:22][C:23]=1[O:24][CH3:25])[CH2:6][CH:7]1[C:16]2[C:11](=[CH:12][C:13]([O:19][CH3:20])=[C:14]([O:17][CH3:18])[CH:15]=2)[CH2:10][CH2:9][NH:8]1.Br[CH2:27][C:28](Br)=[O:29].[C:31]1([CH:37]([NH2:39])[CH3:38])[CH:36]=[CH:35][CH:34]=[CH:33][CH:32]=1>>[CH3:1][O:2][C:3]1[CH:4]=[C:5]([CH:21]=[CH:22][C:23]=1[O:24][CH3:25])[CH2:6][CH:7]1[C:16]2[C:11](=[CH:12][C:13]([O:19][CH3:20])=[C:14]([O:17][CH3:18])[CH:15]=2)[CH2:10][CH2:9][N:8]1[CH2:27][C:28]([NH:39][CH:37]([C:31]1[CH:36]=[CH:35][CH:34]=[CH:33][CH:32]=1)[CH3:38])=[O:29]. Procedure details: prepared by reaction of 1-(3,4-Dimethoxy-benzyl)-6,7-dimethoxy-1,2,3,4-tetrahydroisoquinoline and 2-bromoacetyl bromide with 1-phenylethylamine Starting materials: ClC1=CC=C(C=C1)SC1=C(NC2=CC(=CC=C12)C)C(=O)O (3-((4-Chlorophenyl)thio)-6-methyl-1H-indole-2-carboxylic acid), ClC=1C=C(C=CC1Cl)SSC1=CC(=C(C=C1)Cl)Cl (bis(3,4-dichlorophenyl)disulfide). Yields the product ClC=1C=C(C=CC1Cl)SC1=C(NC2=CC(=CC=C12)C)C(=O)O (3-((3,4-Dichlorophenyl)thio)-6-methyl-1H-indole-2-carboxylic acid). Yield: 43.4%. Reaction SMILES: [Cl:1][C:2]1[CH:7]=[CH:6][C:5]([S:8][C:9]2[C:17]3[C:12](=[CH:13][C:14]([CH3:18])=[CH:15][CH:16]=3)[NH:11][C:10]=2[C:19]([OH:21])=[O:20])=[CH:4][CH:3]=1.[Cl:22]C1C=C(SSC2C=CC(Cl)=C(Cl)C=2)C=CC=1Cl>>[Cl:22][C:7]1[CH:6]=[C:5]([S:8][C:9]2[C:17]3[C:12](=[CH:13][C:14]([CH3:18])=[CH:15][CH:16]=3)[NH:11][C:10]=2[C:19]([OH:21])=[O:20])[CH:4]=[CH:3][C:2]=1[Cl:1]. Procedure details: Following the method used to prepare 1, product 1 (0.15 g, 0.85 mmol) and bis(3,4-dichlorophenyl)disulfide (66) (0.37 g, 1.03 mmol) provided 0.13 g of product 21 (43%) as an off white solid, mp 252-255° C. 1H NMR (300 MHz, DMSO-d6) δ 2.40 (s, 3H), 6.95 (dd, J=2, 9 Hz, 1H), 6.99 (d, J=9 Hz, 1H), 7.23 (d, J=2 Hz, 1H), 7.30-7.34 (m, 2H), 7.46 (d, J=9 Hz, 1H), 12.30 (s, 1H), 13.38 (s, 1H). LC-MS (CI): m/z 350.0, 352.0 [(M−H)− C16H11Cl2NO2S requires 350.99]. Purity (100%). Calcd for C16H11Cl2NO2S.0.0... Reactants: C(C)NC([O-])=O.OC=1C(=CC=2C(C3C(CNC3)C2C1)C)Cl (N-ethylcarbamate 5-hydroxy-6-chloro-8-methyl-1,2,3,3a,8,8a-hexahydroindeno[1,2-c]pyrrole), C(C1=CC=CC=C1)Br (benzyl bromide). The product is C(C)NC([O-])=O.C(C1=CC=CC=C1)OC=1C(=CC=2C(C3C(CNC3)C2C1)C)Cl (N-Ethylcarbamate 5-benzyloxy-6-chloro-8-methyl-1,2,3,3a,8,8a-hexahydroindeno[1,2-c]pyrrole), crude product. RXN SMILES: [CH2:1]([NH:3][C:4](=[O:6])[O-:5])[CH3:2].[OH:7][C:8]1[C:9]([Cl:21])=[CH:10][C:11]2[CH:12]([CH3:20])[CH:13]3[CH2:17][NH:16][CH2:15][CH:14]3[C:18]=2[CH:19]=1.[CH2:22](Br)[C:23]1[CH:28]=[CH:27][CH:26]=[CH:25][CH:24]=1>>[CH2:1]([NH:3][C:4](=[O:5])[O-:6])[CH3:2].[CH2:22]([O:7][C:8]1[C:9]([Cl:21])=[CH:10][C:11]2[CH:12]([CH3:20])[CH:13]3[CH2:17][NH:16][CH2:15][CH:14]3[C:18]=2[CH:19]=1)[C:23]1[CH:28]=[CH:27][CH:26]=[CH:25][CH:24]=1 |f:0.1,3.4|. Procedure details: The subtitle compound was prepared by the method of Example 6, Step A utilizing N-ethylcarbamate-5-hydroxy-6-chloro-8-methyl-1,2,3,3a,8,8a-hexahydroindeno[1,2-c]pyrrole (from Example 5, Step A) and benzyl bromide. The crude product was obtained without further purification. MS calculated for C22H24ClNO3+H: 386, observed: 386. Starting materials: [BH4-].[Na+] (sodium borohydride), COCCOC=1C=CC2=C(C(=C(O2)C(C(C)C)=O)C)C1 (1-[5-(2-Methoxyethoxy)-3-methyl-1-benzofuran-2-yl]-2-methylpropan-1-one), COCCOC=1C=CC2=C(C(=C(O2)C(C(C)C)=O)C)C1 (1-[5-(2-methoxyethoxy)-3-methyl-1-benzofuran-2-yl]-2-methylpropan-1-one). Solvent: CO (methanol), O1CCCC1 (tetrahydrofuran). Run at time 1 hour. The product is COCCOC=1C=CC2=C(C(=C(O2)C(C(C)C)O)C)C1 (1-[5-(2-methoxyethoxy)-3-methyl-1-benzofuran-2-yl]-2-methylpropan-1-ol). The yield is 97.9%. As a reaction SMILES: [CH3:1][O:2][CH2:3][CH2:4][O:5][C:6]1[CH:7]=[CH:8][C:9]2[O:13][C:12]([C:14](=[O:18])[CH:15]([CH3:17])[CH3:16])=[C:11]([CH3:19])[C:10]=2[CH:20]=1.[BH4-].[Na+]>O1CCCC1.CO>[CH3:1][O:2][CH2:3][CH2:4][O:5][C:6]1[CH:7]=[CH:8][C:9]2[O:13][C:12]([CH:14]([OH:18])[CH:15]([CH3:16])[CH3:17])=[C:11]([CH3:19])[C:10]=2[CH:20]=1 |f:1.2|. Procedure details: 1-[5-(2-Methoxyethoxy)-3-methyl-1-benzofuran-2-yl]-2-methylpropan-1-one (0.71 g) synthesized in the above-mentioned (1) was dissolved in tetrahydrofuran (5 mL) and methanol (0.5 mL), and sodium borohydride (90%, 0.21 g) was added to the solution under ice-cooling. The ice bath was removed, and the reaction mixture was stirred at room temperature for 1 hr then ice-cooled again, and water (1 mL) and 1N hydrochloric acid (5 mL) were carefully added to the mixture, and the mixture was extracted with... The reactants are O.NN (hydrazine hydrate), ClC1=C(C=CC2=C1C(N(CC=1N2C=NC1C(=O)OCC)C)=O)F (ethyl 7-chloro-8-fluoro-5-methyl-6-oxo-5,6-dihydro-4H-imidazo[1,5-a][1,4]benzodiazepine-3-carboxylate). Run in C(C)O (ethanol). The product is ClC1=C(C=CC2=C1C(N(CC=1N2C=NC1C(=O)NN)C)=O)F (7-chloro-8-fluoro-5-methyl-6-oxo-5,6-dihydro-4H-imidazo[1,5-a][1,4]benzodiazepine-3-carboxylic acid hydrazide). Yield: 63.0%. RXN SMILES: O.[NH2:2][NH2:3].[Cl:4][C:5]1[C:10]2[C:11](=[O:25])[N:12]([CH3:24])[CH2:13][C:14]3[N:15]([CH:16]=[N:17][C:18]=3[C:19]([O:21]CC)=O)[C:9]=2[CH:8]=[CH:7][C:6]=1[F:26]>C(O)C>[Cl:4][C:5]1[C:10]2[C:11](=[O:25])[N:12]([CH3:24])[CH2:13][C:14]3[N:15]([CH:16]=[N:17][C:18]=3[C:19]([NH:2][NH2:3])=[O:21])[C:9]=2[CH:8]=[CH:7][C:6]=1[F:26] |f:0.1|. Reported procedure: 9.15 ml of hydrazine hydrate were added to a suspension of 5.47 g (0.00162 mol) of ethyl 7-chloro-8-fluoro-5-methyl-6-oxo-5,6-dihydro-4H-imidazo[1,5-a][1,4]benzodiazepine-3-carboxylate in 55 ml of ethanol and the mixture was heated at reflux for 18 hours. After cooling to 0° the crystals obtained were filtered off and there were obtained 3.28 g (63%) of 7-chloro-8-fluoro-5-methyl-6-oxo-5,6-dihydro-4H-imidazo[1,5-a][1,4]benzodiazepine-3-carboxylic acid hydrazide as white crystals; m.p. 308°-310°. Reactants: O(C1=CC=CC=C1)C=1C=C(C=CC1)C12OCC(CC1)(CC2)CO ((1-(3-Phenoxyphenyl)-2-oxabicyclo[2.2.2]octan-4-yl)methanol), C(=O)(O)[O-].[Na+] (NaHCO3), CC(=O)OI1(C=2C=CC=CC2C(=O)O1)(OC(=O)C)OC(=O)C (Dess-Martin periodinane). Run in CCOC(=O)C (EtOAc), C(Cl)Cl (CH2Cl2). Conditions: time 1 hour. Yields the product O(C1=CC=CC=C1)C=1C=C(C=CC1)C12COC(CC1)(CC2)C=O (4-(3-Phenoxyphenyl)-2-oxabicyclo[2.2.2]octane-1-carbaldehyde). The yield is 68.1%. As a reaction SMILES: [O:1]([C:8]1[CH:9]=[C:10]([C:14]23[CH2:21][CH2:20][C:17](CO)([CH2:18][CH2:19]2)[CH2:16][O:15]3)[CH:11]=[CH:12][CH:13]=1)[C:2]1[CH:7]=[CH:6][CH:5]=[CH:4][CH:3]=1.[C:24]([O-])(O)=[O:25].[Na+].CC(OI1(OC(C)=O)(OC(C)=O)OC(=O)C2C=CC=CC1=2)=O>C(Cl)Cl.CCOC(C)=O>[O:1]([C:8]1[CH:9]=[C:10]([C:14]23[CH2:19][CH2:18][C:17]([CH:16]=[O:15])([CH2:20][CH2:21]2)[O:25][CH2:24]3)[CH:11]=[CH:12][CH:13]=1)[C:2]1[CH:3]=[CH:4][CH:5]=[CH:6][CH:7]=1 |f:1.2|. Procedure details: To a mixture of (4-(3-phenoxyphenyl)-2-oxabicyclo[2.2.2]octan-1-yl)methanol (5A; 182 mg, 0.586 mmol) and NaHCO3 (59 mg, 0.704 mmol) in CH2Cl2 (5 mL) at 0° C. was added Dess-Martin periodinane (298 mg, 0.70 mmol). The solution was warmed to rt and stirred for 1 h. The reaction was diluted with EtOAc, washed successively with sat'd aq NaHCO3, water, and brine, dried (MgSO4), filtered, and concentrated in vacuo. The residue was purified by flash chromatography on SiO2 (0 to 100% EtOAc:hexanes) to a...